The task is: describe an organic reaction: reactants, conditions, products, and yield. This data is from the Open Reaction Database (ORD), a public repository of structured organic reaction records. The reactants are COC(CC=1C(N(C2=CC(=CC=C2C1)O)CC1=CC=CC=C1)=O)=O ((1-benzyl-7-hydroxy-2-oxo-1,2-dihydro-quinolin-3-yl)-acetic acid methyl ester), COC(C)=O (acetic acid methyl ester), C(C)(C)(C)OC(NCCCBr)=O ((3-bromopropyl)carbamic acid tert-butyl ester). Product: COC(CC=1C(N(C2=CC(=CC=C2C1)OCCCNC(=O)OC(C)(C)C)CC1=CC=CC=C1)=O)=O ([7-(3-tert-Butoxycarbonylaminopropoxy)-1-benzyl-2-oxo-1,2-dihydro-quinolin-3-yl]acetic acid methyl ester). Reaction SMILES: [CH3:1][O:2][C:3](=[O:24])[CH2:4][C:5]1[C:6](=[O:23])[N:7]([CH2:16][C:17]2[CH:22]=[CH:21][CH:20]=[CH:19][CH:18]=2)[C:8]2[C:13]([CH:14]=1)=[CH:12][CH:11]=[C:10]([OH:15])[CH:9]=2.COC(=O)C.[C:30]([O:34][C:35](=[O:41])[NH:36][CH2:37][CH2:38][CH2:39]Br)([CH3:33])([CH3:32])[CH3:31]>>[CH3:1][O:2][C:3](=[O:24])[CH2:4][C:5]1[C:6](=[O:23])[N:7]([CH2:16][C:17]2[CH:22]=[CH:21][CH:20]=[CH:19][CH:18]=2)[C:8]2[C:13]([CH:14]=1)=[CH:12][CH:11]=[C:10]([O:15][CH2:39][CH2:38][CH2:37][NH:36][C:35]([O:34][C:30]([CH3:31])([CH3:33])[CH3:32])=[O:41])[CH:9]=2. Procedure details: The title compound was prepared using the procedure of Example 75 and (1-benzyl-7-hydroxy-2-oxo-1,2-dihydro-quinolin-3-yl)-acetic acid methyl ester in place of 7-hydroxy-2-oxo-1,2,3,4-tetrahydro-quinolin-3-yl)acetic acid methyl ester and (3-bromopropyl)carbamic acid tert-butyl ester in place of (2-bromoethyl)carbamic acid tert-butyl ester. Reactants: BrCc1ccccc1, CC1=Nc2ccc(S(=O)(=O)[O-])cc2C1(C)CCCCS(=O)(=O)[O-], CC(=O)[O-], CCOC(C)=O, CO, [Na+], [Na+], [Na+], O=S1(=O)CCCC1. Yields the product CC1=[N+](Cc2ccccc2)c2ccc(S(=O)(=O)[O-])cc2C1(C)CCCCS(=O)(=O)O. RXN SMILES: [Br:38][CH2:39][c:40]1[cH:41][cH:42][cH:43][cH:44][cH:45]1.[CH3:1][C:2]1=[N:3][c:4]2[cH:5][cH:6][c:7]([S:20](=[O:21])(=[O:22])[O-:23])[cH:8][c:9]2[C:10]1([CH2:11][CH2:12][CH2:13][CH2:14][S:15](=[O:16])(=[O:17])[O-:18])[CH3:19].[CH3:27][C:28](=[O:29])[O-:30].[CH3:46][CH2:47][O:48][C:49](=[O:50])[CH3:51].[CH3:52][OH:53].[Na+:24].[Na+:25].[Na+:26].[S:31]1(=[O:36])(=[O:37])[CH2:32][CH2:33][CH2:34][CH2:35]1>>[CH3:1][C:2]1=[N+:3]([CH2:39][c:40]2[cH:41][cH:42][cH:43][cH:44][cH:45]2)[c:4]2[cH:5][cH:6][c:7]([S:20](=[O:21])(=[O:22])[O-:23])[cH:8][c:9]2[C:10]1([CH2:11][CH2:12][CH2:13][CH2:14][S:15](=[O:16])(=[O:17])[OH:18])[CH3:19]. Solvent: CCO (EtOH), O (water). Run at temperature 70 celsius, time 60 minute. The reagents and catalysts are [Fe] (iron). Product: FC(C)(F)C=1N=C(OC1)CN1N=CC(=N1)N (2-[4-(1,1-Difluoro-ethyl)-oxazol-2-ylmethyl]-2H-[1,2,3]triazol-4-ylamine). RXN SMILES: N#N.[F:3][C:4]([C:7]1[N:8]=[C:9]([CH2:12][N:13]2[N:17]=[C:16]([N+:18]([O-])=O)[CH:15]=[N:14]2)[O:10][CH:11]=1)([F:6])[CH3:5].[NH4+].[Cl-]>CCO.O.[Fe]>[F:3][C:4]([C:7]1[N:8]=[C:9]([CH2:12][N:13]2[N:17]=[C:16]([NH2:18])[CH:15]=[N:14]2)[O:10][CH:11]=1)([F:6])[CH3:5] |f:2.3|. Starting materials: FC(C)(F)C=1N=C(OC1)CN1N=CC(=N1)[N+](=O)[O-] (2-[4-(1,1-difluoro-ethyl)-oxazol-2-ylmethyl]-4-nitro-2H-[1,2,3]triazole), [NH4+].[Cl-] (NH4Cl), N#N (N2). Reported procedure: In a flame dried round-bottomed flask equipped with a magnetic stir bar and under inert atmosphere (N2), a mixture of 2-[4-(1,1-difluoro-ethyl)-oxazol-2-ylmethyl]-4-nitro-2H-[1,2,3]triazole (130 mg, 0.50 mmol), iron powder (85 mg, 1.41 mmol) and NH4Cl (136 mg, 2.51 mmol) in a mixture of EtOH (2.0 mL) and water (1.0 mL) was stirred at 70° C. for 60 min. The reaction mixture was filtered while hot and concentrated under reduced pressure. CH2Cl2 (10 mL) was added followed by water (10 mL). The aq. ... Starting materials: ClC1=CC(=NC2=C(C=CC=C12)C)C (4-chloro-2-methyl-8-methylquinoline), ClC=1C=C(CN)C=CC1Cl (3,4-dichlorobenzylamine). Yields the product ClC=1C=C(CNC2=CC(=NC3=C(C=CC=C23)C)C)C=CC1Cl ((3,4-Dichlorobenzyl)-(2-methyl-8-methylquinolin-4-yl)-amine). As a reaction SMILES: Cl[C:2]1[C:11]2[C:6](=[C:7]([CH3:12])[CH:8]=[CH:9][CH:10]=2)[N:5]=[C:4]([CH3:13])[CH:3]=1.[Cl:14][C:15]1[CH:16]=[C:17]([CH:20]=[CH:21][C:22]=1[Cl:23])[CH2:18][NH2:19]>>[Cl:14][C:15]1[CH:16]=[C:17]([CH:20]=[CH:21][C:22]=1[Cl:23])[CH2:18][NH:19][C:2]1[C:11]2[C:6](=[C:7]([CH3:12])[CH:8]=[CH:9][CH:10]=2)[N:5]=[C:4]([CH3:13])[CH:3]=1. Reported procedure: Preparation was made using a similar procedure as described in example 1, method 1.3. Starting materials were 4-chloro-2-methyl-8-methylquinoline and 3,4-dichlorobenzylamine. Reactants: resultant mixture, Cl (hydrochloric acid), C(C)OCC (diethyl ether), C(C1=CC=CC=C1)OC(=O)N1C[C@H]([C@H](C1)C=O)NC(=O)OC(C)(C)C ((3S,4S)-1-benzyloxycarbonyl-3-(tert-butoxycarbonyl)amino-4-formylpyrrolidine), resultant mixture, ICI (diiodomethane). Reagents/catalysts: [Ti](Cl)(Cl)(Cl)Cl (titanium tetrachloride), [Zn] (zinc). Run in O1CCCC1 (tetrahydrofuran), O1CCCC1 (tetrahydrofuran), O1CCCC1 (tetrahydrofuran). Conditions: time 5 minute. The product is C(C1=CC=CC=C1)OC(=O)N1C[C@H]([C@H](C1)C=C)NC(=O)OC(C)(C)C ((3S,4S)-1-Benzyloxycarbonyl-3-(tert-butoxycarbonyl)amino-4-vinylpyrrolidine). Reaction SMILES: ICI.[CH2:4]([O:11][C:12]([N:14]1[CH2:18][C@H:17]([CH:19]=O)[C@H:16]([NH:21][C:22]([O:24][C:25]([CH3:28])([CH3:27])[CH3:26])=[O:23])[CH2:15]1)=[O:13])[C:5]1[CH:10]=[CH:9][CH:8]=[CH:7][CH:6]=1.Cl.[CH2:30](OCC)C>O1CCCC1.[Ti](Cl)(Cl)(Cl)Cl.[Zn]>[CH2:4]([O:11][C:12]([N:14]1[CH2:18][C@H:17]([CH:19]=[CH2:30])[C@H:16]([NH:21][C:22]([O:24][C:25]([CH3:28])([CH3:27])[CH3:26])=[O:23])[CH2:15]1)=[O:13])[C:5]1[CH:10]=[CH:9][CH:8]=[CH:7][CH:6]=1. Procedure: Under cooling with ice, titanium tetrachloride (3.30 mL, 1.0M toluene solution) was added to a suspension of zinc powder (1.86 g, 28.5 mmol) in tetrahydrofuran (15 mL) over 2 minutes, followed by stirring for 5 minutes at the same temperature. A solution of diiodomethane (1.15 mL, 14.3 mL) in tetrahydrofuran (5 mL) was added thereto over 8 minutes, and the resultant mixture was stirred for 15 minutes while the temperature thereof was elevated to room temperature. A solution of (3S,4S)-1-benzylox... Reactants: O=C(O)c1ccc(Cl)cc1Cl, Cl, Cl, Cl, NC1CCC(CCN2CCN(c3nccc4c3OCC4)CC2)CC1. The product is O=C(NC1CCC(CCN2CCN(c3nccc4c3OCC4)CC2)CC1)c1ccc(Cl)cc1Cl. RXN SMILES: [Cl:28][c:29]1[c:30]([C:31](=[O:32])[OH:33])[cH:34][cH:35][c:36]([Cl:38])[cH:37]1.[ClH:1].[ClH:2].[ClH:3].[O:4]1[CH2:5][CH2:6][c:7]2[c:8]1[c:9]([N:13]1[CH2:14][CH2:15][N:16]([CH2:19][CH2:20][CH:21]3[CH2:22][CH2:23][CH:24]([NH2:27])[CH2:25][CH2:26]3)[CH2:17][CH2:18]1)[n:10][cH:11][cH:12]2>>[O:4]1[CH2:5][CH2:6][c:7]2[c:8]1[c:9]([N:13]1[CH2:14][CH2:15][N:16]([CH2:19][CH2:20][CH:21]3[CH2:22][CH2:23][CH:24]([NH:27][C:31]([c:30]4[c:29]([Cl:28])[cH:37][c:36]([Cl:38])[cH:35][cH:34]4)=[O:32])[CH2:25][CH2:26]3)[CH2:17][CH2:18]1)[n:10][cH:11][cH:12]2. The reactants are N,N′-carbonyldiimidazole, C1=CC=CC2=CC3=CC=CC=C3C(=C12)CO (9-anthracenemethanol), CN(C=O)C (dimethylformamide), Cl (hydrochloric acid), C1(CCCCC1)N (monocyclohexylamine). Reaction conditions: time 1 hour. The product is C1(CCCCC1)NC(OCC=1C2=CC=CC=C2C=C2C=CC=CC12)=O (9-anthrylmethyl N-cyclohexylcarbamate). Isolated yield 92.0%. RXN SMILES: [CH:1]1[C:14]2[C:5](=[CH:6][C:7]3[C:12]([C:13]=2[CH2:15][OH:16])=[CH:11][CH:10]=[CH:9][CH:8]=3)[CH:4]=[CH:3][CH:2]=1.[CH:17]1([NH2:23])[CH2:22][CH2:21][CH2:20][CH2:19][CH2:18]1.Cl.CN(C)[CH:27]=[O:28]>>[CH:17]1([NH:23][C:27](=[O:28])[O:16][CH2:15][C:13]2[C:12]3[C:7]([CH:6]=[C:5]4[C:14]=2[CH:1]=[CH:2][CH:3]=[CH:4]4)=[CH:8][CH:9]=[CH:10][CH:11]=3)[CH2:22][CH2:21][CH2:20][CH2:19][CH2:18]1. Procedure: To the solution dissolved 8.92 g of N,N′-carbonyldiimidazole (55 mmol; produced by Wako Pure Chemical Industries, Ltd.) into 40 mL of dimethylformamide (DMF), 10.4 g of 9-anthracenemethanol (50 mmol; produced by Wako Pure Chemical Industries, Ltd.) was added under cooling with ice, then, the solution was reacted by stirring for 1 hour at the same temperature. Subsequently, 6.94 g of monocyclohexylamine (70 mmol; produced by Wako Pure Chemical Industries, Ltd.) was added to this solution, and the...